From a dataset of the Open Reaction Database (ORD), a public repository of structured organic reaction records. describe an organic reaction: reactants, conditions, products, and yield The reactants are [OH-].[NH4+] (ammonium hydroxide), ClC1=NC=NC(=C1[N+](=O)[O-])Cl (4,6-dichloro-5-nitropyrimidine). Run in C(C)OCC (diethyl ether), CO (methanol). Run at time 2 hour. Product: ClC1=C(C(=NC=N1)N)[N+](=O)[O-] (6-Chloro-5-nitropyrimidin-4-amine). Isolated yield 74.9%. Reaction SMILES: [OH-].[NH4+:2].[Cl:3][C:4]1[C:9]([N+:10]([O-:12])=[O:11])=[C:8](Cl)[N:7]=[CH:6][N:5]=1>C(OCC)C.CO>[Cl:3][C:4]1[N:5]=[CH:6][N:7]=[C:8]([NH2:2])[C:9]=1[N+:10]([O-:12])=[O:11] |f:0.1|. Procedure details: A solution of 28% aqueous ammonium hydroxide (670 mL, 5.35 mol, 1.04 equiv) was added in a drop-wise fashion to a rapidly stirred solution of the 4,6-dichloro-5-nitropyrimidine solid (1000 g, 5.16 mol, 1.00 equiv) in diethyl ether (4000 mL) and methanol (670 mL). The addition was carried out over a period of 2 hours. Upon completion of addition, the resulting yellow solid was filtered off, washed with water and hexane, and dried under reduced pressure to give the title compound as a yellow solid... Isolated yield 75.0%. Reported procedure: It has also been observed, in accordance with another aspect of the present invention, that a mixture of halogen and alkali metal hydroxide i.e. an alkali metal hypohalide such as sodium hypochlorite, hypobromite or hypoiodite when it is added to an aqueous suspension of 5-nitro-2-formyl-thiophene maintained at a pH between 4.5 and 6.5 by means of acetic acid or an acetic acid/alkali metal acetate mixture, provides pure 5-nitro-2-thenoic acid in a yield of at least 75%. Solvent: C(C)(=O)O (acetic acid). Starting materials: halogen, alkali metal hydroxide, alkali metal, Cl[O-].[Na+] (sodium hypochlorite), Br[O-] (hypobromite), I[O-] (hypoiodite), [N+](=O)([O-])C1=CC=C(S1)C=O (5-nitro-2-formyl-thiophene). Product: acetic acid alkali metal acetate, [N+](=O)([O-])C1=CC=C(S1)C(=O)O (5-nitro-2-thenoic acid). Reaction SMILES: Cl[O-:2].[Na+].Br[O-].I[O-].[N+:8]([C:11]1[S:15][C:14]([CH:16]=[O:17])=[CH:13][CH:12]=1)([O-:10])=[O:9]>C(O)(=O)C>[N+:8]([C:11]1[S:15][C:14]([C:16]([OH:2])=[O:17])=[CH:13][CH:12]=1)([O-:10])=[O:9] |f:0.1|.